Dataset: the Open Reaction Database (ORD), a public repository of structured organic reaction records. Task: describe an organic reaction: reactants, conditions, products, and yield The reactants are O=C(N=C=S)c1ccccc1, CC1(C)CN(c2ccccc2N)c2ccccc21, ClCCl. The product is CC1(C)CN(c2ccccc2NC(=S)NC(=O)c2ccccc2)c2ccccc21. Reaction SMILES: [C:19]([c:20]1[cH:21][cH:22][cH:23][cH:24][cH:25]1)(=[O:26])[N:27]=[C:28]=[S:29].[CH3:1][C:2]1([CH3:18])[CH2:3][N:4]([c:11]2[c:12]([NH2:17])[cH:13][cH:14][cH:15][cH:16]2)[c:5]2[cH:6][cH:7][cH:8][cH:9][c:10]21.[Cl:30][CH2:31][Cl:32]>>[CH3:1][C:2]1([CH3:18])[CH2:3][N:4]([c:11]2[c:12]([NH:17][C:28]([NH:27][C:19]([c:20]3[cH:21][cH:22][cH:23][cH:24][cH:25]3)=[O:26])=[S:29])[cH:13][cH:14][cH:15][cH:16]2)[c:5]2[cH:6][cH:7][cH:8][cH:9][c:10]21. Starting materials: C(CC)(=O)Cl (propionyl chloride), OC1(CCN(CC1)CCC1=CNC2=CC=CC=C12)C1=CC=CC=C1 (3-[2-(4-hydroxy-4-phenylpiperidinyl)ethyl]indole), C(Cl)(Cl)Cl (chloroform), C(CC)(=O)Cl (propionyl chloride), C([O-])([O-])=O.[K+].[K+] (potassium carbonate), product. The solvent is O (water). Conditions: time 2 hour. Product: C1(=CC=CC=C1)C1(CCN(CC1)CCC1=CNC2=CC=CC=C12)OC(CC)=O (3-[2-(4-phenyl-4-propionyloxypiperdinyl)ethyl]indole). Reaction SMILES: [OH:1][C:2]1([C:19]2[CH:24]=[CH:23][CH:22]=[CH:21][CH:20]=2)[CH2:7][CH2:6][N:5]([CH2:8][CH2:9][C:10]2[C:18]3[C:13](=[CH:14][CH:15]=[CH:16][CH:17]=3)[NH:12][CH:11]=2)[CH2:4][CH2:3]1.[C:25](Cl)(=[O:28])[CH2:26][CH3:27].C(=O)([O-])[O-].[K+].[K+].C(Cl)(Cl)Cl>O>[C:19]1([C:2]2([O:1][C:25](=[O:28])[CH2:26][CH3:27])[CH2:3][CH2:4][N:5]([CH2:8][CH2:9][C:10]3[C:18]4[C:13](=[CH:14][CH:15]=[CH:16][CH:17]=4)[NH:12][CH:11]=3)[CH2:6][CH2:7]2)[CH:24]=[CH:23][CH:22]=[CH:21][CH:20]=1 |f:2.3.4|. Procedure details: A mixture of 4 g. (0.0125 mole) of 3-[2-(4-hydroxy-4-phenylpiperidinyl)ethyl]indole, 1.19 g. (0.0125 mole) of propionyl chloride and 7 g. of potassium carbonate in 50 ml. of chloroform was allowed to stir for 2 hours. Then 0.4 g. of additional propionyl chloride was added and allowed to stir another 30 minutes. The mixture was treated with 50 ml. of water and allowed to stir 30 minutes. The chloroform layer was separated, dried over magnesium sulfate and evaporated under reduced pressure to an o... Starting materials: P(=O)(Cl)(Cl)Cl (phosphorous oxychloride), ice water, C(C)(=O)[C@@]1([C@@H](O[C@@H]([C@]1(O)C(C)=O)COC(C)=O)N1C=NC=2C(=O)NC(N)=NC12)O (2',3',5'-O-triacetyl guanosine), CN(C1=CC=CC=C1)C (N,N-dimethylaniline), C(C)#N (acetonitrile). Reagents/catalysts: [Cl-].C(C)[N+](CC)(CC)CC (tetraethylammonium chloride). Solvent: C(Cl)Cl (methylene chloride), C(C)(C)O (isopropanol). Run at temperature 100 celsius, time 1 hour. Yields the product C(C)(=O)[C@@]1([C@@H](O[C@@H]([C@]1(O)C(C)=O)COC(C)=O)N1C2=NC(=NC(=C2N=C1)Cl)N)O (9-(2',3',5'-O-triacetyl-b-D-ribofuranosyl)-2-amino -6-chloropurine). The yield is 47.0%. As a reaction SMILES: [C:1]([C@@:4]1([OH:29])[C@:8]([C:10](=[O:12])[CH3:11])([OH:9])[C@@H:7]([CH2:13][O:14][C:15](=[O:17])[CH3:16])[O:6][C@H:5]1[N:18]1[C:28]2[N:27]=[C:25]([NH2:26])[NH:24][C:22](=O)[C:21]=2[N:20]=[CH:19]1)(=[O:3])[CH3:2].CN(C)C1C=CC=CC=1.C(#N)C.P(Cl)(Cl)([Cl:44])=O>[Cl-].C([N+](CC)(CC)CC)C.C(O)(C)C.C(Cl)Cl>[C:1]([C@@:4]1([OH:29])[C@:8]([C:10](=[O:12])[CH3:11])([OH:9])[C@@H:7]([CH2:13][O:14][C:15](=[O:17])[CH3:16])[O:6][C@H:5]1[N:18]1[CH:19]=[N:20][C:21]2[C:28]1=[N:27][C:25]([NH2:26])=[N:24][C:22]=2[Cl:44])(=[O:3])[CH3:2] |f:4.5|. Reported procedure: A mixture of the compound of Example 1 (480 g, 1.17 M), N,N-dimethylaniline (150 mL), tetraethylammonium chloride (386.4 g) and acetonitrile (0.70 L) is prepared, and then phosphorous oxychloride (400 mL) is added slowly (dropwise) over 3 hours at room temperature under a N2 atmosphere. After the addition, the mixture is heated at 100° C. for 14 minutes, and then cooled to room temperature. Most of the solvent is removed in vacuo to yield a red oil. The oil is treated with methylene chloride (CH... Yield: 86.5%. Procedure details: Formaldehyde (37 wt. % in H2O; 29 μL, 0.39 mmol) was added to a suspension of 2-(5-fluoro-2-(2-(2-((4-(piperidin-4-yl)phenyl)amino)-5-(trifluoromethyl)pyrimidin-4-yl)ethyl)phenyl)acetamide (9) (0.065 g, 0.13 mmol) in MeOH (8 mL) under an atmosphere of nitrogen. The resulting mixture was stirred for 10 minutes at room temperature then sodium triacetoxyborohydride (0.110 g, 0.518 mmol) was added in one portion and stirring continued for 3 hours The volatiles were removed in vacuo, then the residue... Conditions: time 10 minute. Run in CO (MeOH). RXN SMILES: C=O.[F:3][C:4]1[CH:5]=[CH:6][C:7]([CH2:14][CH2:15][C:16]2[C:21]([C:22]([F:25])([F:24])[F:23])=[CH:20][N:19]=[C:18]([NH:26][C:27]3[CH:32]=[CH:31][C:30]([CH:33]4[CH2:38][CH2:37][NH:36][CH2:35][CH2:34]4)=[CH:29][CH:28]=3)[N:17]=2)=[C:8]([CH2:10][C:11]([NH2:13])=[O:12])[CH:9]=1.[C:39](O[BH-](OC(=O)C)OC(=O)C)(=O)C.[Na+]>CO>[F:3][C:4]1[CH:5]=[CH:6][C:7]([CH2:14][CH2:15][C:16]2[C:21]([C:22]([F:24])([F:25])[F:23])=[CH:20][N:19]=[C:18]([NH:26][C:27]3[CH:32]=[CH:31][C:30]([CH:33]4[CH2:38][CH2:37][N:36]([CH3:39])[CH2:35][CH2:34]4)=[CH:29][CH:28]=3)[N:17]=2)=[C:8]([CH2:10][C:11]([NH2:13])=[O:12])[CH:9]=1 |f:2.3|. Reactants: C=O (Formaldehyde), FC=1C=CC(=C(C1)CC(=O)N)CCC1=NC(=NC=C1C(F)(F)F)NC1=CC=C(C=C1)C1CCNCC1 (2-(5-Fluoro-2-(2-(2-((4-(piperidin-4-yl)phenyl)amino)-5-(trifluoromethyl)pyrimidin-4-yl)ethyl)phenyl)acetamide), C(C)(=O)O[BH-](OC(C)=O)OC(C)=O.[Na+] (sodium triacetoxyborohydride). The product is FC=1C=CC(=C(C1)CC(=O)N)CCC1=NC(=NC=C1C(F)(F)F)NC1=CC=C(C=C1)C1CCN(CC1)C (2-(5-fluoro-2-(2-(2-((4-(1-methylpiperidin-4-yl)phenyl)amino)-5-(trifluoromethyl)pyrimidin-4-yl)ethyl)phenyl)acetamide). Reactants: C(C)(=O)O[C@H]1[C@H](OC2=CC(=CC=C2)I)SC[C@H]([C@@H]1OC(C)=O)OC(C)=O (3-iodophenyl 2,3,4-tri-O-acetyl-5-thio-β-D-xylopyranoside), O1C(=CC=C1)B(O)O (2-furanboronic acid). The product is C(C)(=O)O[C@H]1[C@H](OC2=CC(=CC=C2)C=2OC=CC2)SC[C@H]([C@@H]1OC(C)=O)OC(C)=O (3-(2-Furyl)phenyl 2,3,4-tri-O-acetyl-5-thio-β-D-xylopyranoside). As a reaction SMILES: [C:1]([O:4][C@@H:5]1[C@@H:18]([O:19][C:20](=[O:22])[CH3:21])[C@H:17]([O:23][C:24](=[O:26])[CH3:25])[CH2:16][S:15][C@H:6]1[O:7][C:8]1[CH:13]=[CH:12][CH:11]=[C:10](I)[CH:9]=1)(=[O:3])[CH3:2].[O:27]1[CH:31]=[CH:30][CH:29]=[C:28]1B(O)O>>[C:1]([O:4][C@@H:5]1[C@@H:18]([O:19][C:20](=[O:22])[CH3:21])[C@H:17]([O:23][C:24](=[O:26])[CH3:25])[CH2:16][S:15][C@H:6]1[O:7][C:8]1[CH:13]=[CH:12][CH:11]=[C:10]([C:28]2[O:27][CH:31]=[CH:30][CH:29]=2)[CH:9]=1)(=[O:3])[CH3:2]. Procedure details: By carrying out the operation analogously to example 3, starting from 3-iodophenyl 2,3,4-tri-O-acetyl-5-thio-β-D-xylopyranoside, obtained according to preparation I, and 2-furanboronic acid, the expected product is obtained and is reacted further without additional purification in order to obtain the nonacetylated xyloside. Reactants: CC(C)(C)[Si](C)(C)Cl, CN(C)C=O, CCOC(C)=O, C=CCOC(=O)Cc1cccc(-c2ccc(O)cc2)c1C, c1c[nH]cn1. Yields the product C=CCOC(=O)Cc1cccc(-c2ccc(O[Si](C)(C)C(C)(C)C)cc2)c1C. As a reaction SMILES: [C:1]([CH3:2])([CH3:3])([CH3:4])[Si:5]([CH3:6])([CH3:7])[Cl:8].[CH3:35][N:36]([CH3:37])[CH:38]=[O:39].[CH3:40][CH2:41][O:42][C:43](=[O:44])[CH3:45].[OH:9][c:10]1[cH:11][cH:12][c:13](-[c:16]2[c:17]([CH3:29])[c:18]([CH2:22][C:23](=[O:24])[O:25][CH2:26][CH:27]=[CH2:28])[cH:19][cH:20][cH:21]2)[cH:14][cH:15]1.[nH:30]1[cH:31][cH:32][n:33][cH:34]1>>[C:1]([CH3:2])([CH3:3])([CH3:4])[Si:5]([CH3:6])([CH3:7])[O:9][c:10]1[cH:11][cH:12][c:13](-[c:16]2[c:17]([CH3:29])[c:18]([CH2:22][C:23](=[O:24])[O:25][CH2:26][CH:27]=[CH2:28])[cH:19][cH:20][cH:21]2)[cH:14][cH:15]1. Starting materials: CCOC(=O)N1CCN(C(=O)C(CC(=O)OC(C)(C)C)NC(=O)c2cc(OCC(=O)O)n(-c3cccc(F)c3)n2)CC1, O=C(OCc1ccccc1)C1CCCN1, ClCCCl, CCOC(C)=O, CCN(C(C)C)C(C)C, Cl, CN(C)C=O, On1nnc2ccccc21. The product is CCOC(=O)N1CCN(C(=O)C(CC(=O)OC(C)(C)C)NC(=O)c2cc(OCC(=O)N3CCCC3C(=O)OCc3ccccc3)n(-c3cccc(F)c3)n2)CC1. As a reaction SMILES: [CH2:1]([CH3:2])[O:3][C:4](=[O:5])[N:6]1[CH2:7][CH2:8][N:9]([C:12]([CH:13]([CH2:14][C:15](=[O:16])[O:17][C:18]([CH3:19])([CH3:20])[CH3:21])[NH:22][C:23](=[O:24])[c:25]2[n:26][n:27](-[c:35]3[cH:36][c:37]([F:41])[cH:38][cH:39][cH:40]3)[c:28]([O:30][CH2:31][C:32](=[O:33])[OH:34])[cH:29]2)=[O:42])[CH2:10][CH2:11]1.[CH2:63]([c:64]1[cH:65][cH:66][cH:67][cH:68][cH:69]1)[O:70][C:71]([CH:72]1[NH:73][CH2:74][CH2:75][CH2:76]1)=[O:77].[CH2:89]([Cl:90])[CH2:91][Cl:92].[CH3:83][CH2:84][O:85][C:86](=[O:87])[CH3:88].[CH:53]([N:54]([CH2:55][CH3:56])[CH:57]([CH3:58])[CH3:59])([CH3:60])[CH3:61].[ClH:62].[O:78]=[CH:79][N:80]([CH3:81])[CH3:82].[OH:43][n:44]1[c:45]2[c:46]([cH:47][cH:48][cH:49][cH:50]2)[n:51][n:52]1>>[CH2:1]([CH3:2])[O:3][C:4](=[O:5])[N:6]1[CH2:7][CH2:8][N:9]([C:12]([CH:13]([CH2:14][C:15](=[O:16])[O:17][C:18]([CH3:19])([CH3:20])[CH3:21])[NH:22][C:23](=[O:24])[c:25]2[n:26][n:27](-[c:35]3[cH:36][c:37]([F:41])[cH:38][cH:39][cH:40]3)[c:28]([O:30][CH2:31][C:32](=[O:33])[N:73]3[CH:72]([C:71]([O:70][CH2:63][c:64]4[cH:65][cH:66][cH:67][cH:68][cH:69]4)=[O:77])[CH2:76][CH2:75][CH2:74]3)[cH:29]2)=[O:42])[CH2:10][CH2:11]1. The solvent is C(C)(=O)OCC (ethyl acetate). As a reaction SMILES: CS(O[CH2:6][CH2:7][N:8]1[CH:12]=[C:11]([CH2:13][C:14]([F:17])([F:16])[F:15])[N:10]=[C:9]1[CH:18]1[CH2:23][CH2:22][N:21]([C:24]2[C:25]3[C@H:33]([C:34]([F:37])([F:36])[F:35])[CH2:32][C:31](=[O:38])[NH:30][C:26]=3[N:27]=[CH:28][N:29]=2)[CH2:20][CH2:19]1)(=O)=O.CN(C)C=O.[NH:44]1[CH2:47][CH2:46][CH2:45]1>C(OCC)(=O)C>[N:44]1([CH2:6][CH2:7][N:8]2[CH:12]=[C:11]([CH2:13][C:14]([F:17])([F:16])[F:15])[N:10]=[C:9]2[CH:18]2[CH2:19][CH2:20][N:21]([C:24]3[C:25]4[C@H:33]([C:34]([F:36])([F:35])[F:37])[CH2:32][C:31](=[O:38])[NH:30][C:26]=4[N:27]=[CH:28][N:29]=3)[CH2:22][CH2:23]2)[CH2:47][CH2:46][CH2:45]1. The product is N1(CCC1)CCN1C(=NC(=C1)CC(F)(F)F)C1CCN(CC1)C=1C2=C(N=CN1)NC(C[C@H]2C(F)(F)F)=O ((R)-4-(4-(1-(2-(azetidin-1-yl)ethyl)-4-(2,2,2-trifluoroethyl)-1H-imidazol-2-yl)piperidin-1-yl)-5-(trifluoromethyl)-5,6-dihydropyrido[2,3-d]pyrimidin-7(8H)-one). Starting materials: CS(=O)(=O)OCCN1C(=NC(=C1)CC(F)(F)F)C1CCN(CC1)C=1C2=C(N=CN1)NC(C[C@H]2C(F)(F)F)=O ((R)-2-(2-(1-(7-oxo-5-trifluoromethyl-5,6,7,8-tetrahydropyrido[2,3-d]pyrimidin-4-yl)piperidin-4-yl)-4-(2,2,2-trifluoroethyl)-1H-imidazol-1-yl)ethyl methanesulfonate), CN(C=O)C (dimethylformamide), N1CCC1 (azetidine). Reported procedure: Combine (R)-2-(2-(1-(7-oxo-5-trifluoromethyl-5,6,7,8-tetrahydropyrido[2,3-d]pyrimidin-4-yl)piperidin-4-yl)-4-(2,2,2-trifluoroethyl)-1H-imidazol-1-yl)ethyl methanesulfonate (1.04 g, 1.82 mmol), dimethylformamide (9.3 mL), and azetidine (1.11 mL, 9.0 eq) under nitrogen. Heat the reaction mixture at 50° C. overnight, then allow to cool to room temperature. Dilute with ethyl acetate. Wash the organic layer with water. Dry the organics over anhydrous sodium sulfate, filter, and concentrate in vacuo. ... Run at temperature 50 celsius. Reactants: CS(=O)(=O)c1nccc(Oc2ccc(NC(=O)c3cc(F)cc(N4CCOCC4)c3)c3ccccc23)n1, NCCN1CCOCC1. As a reaction SMILES: [F:1][c:2]1[cH:3][c:4]([C:5](=[O:6])[NH:7][c:8]2[cH:9][cH:10][c:11]([O:18][c:19]3[n:20][c:21]([S:25]([CH3:26])(=[O:27])=[O:28])[n:22][cH:23][cH:24]3)[c:12]3[cH:13][cH:14][cH:15][cH:16][c:17]23)[cH:29][c:30]([N:32]2[CH2:33][CH2:34][O:35][CH2:36][CH2:37]2)[cH:31]1.[O:38]1[CH2:39][CH2:40][N:41]([CH2:44][CH2:45][NH2:46])[CH2:42][CH2:43]1>>[F:1][c:2]1[cH:3][c:4]([C:5](=[O:6])[NH:7][c:8]2[cH:9][cH:10][c:11]([O:18][c:19]3[n:20][c:21]([NH:46][CH2:45][CH2:44][N:41]4[CH2:40][CH2:39][O:38][CH2:43][CH2:42]4)[n:22][cH:23][cH:24]3)[c:12]3[cH:13][cH:14][cH:15][cH:16][c:17]23)[cH:29][c:30]([N:32]2[CH2:33][CH2:34][O:35][CH2:36][CH2:37]2)[cH:31]1. Yields the product O=C(Nc1ccc(Oc2ccnc(NCCN3CCOCC3)n2)c2ccccc12)c1cc(F)cc(N2CCOCC2)c1. The reactants are C(C)C1(OC2=C(C(C1)=O)C=C(C=C2)C#N)CC (2,2-diethyl-3,4-dihydro-4-oxo-2H-1-benzopyran-6-carbonitrile), [BH4-].[Na+] (sodium borohydride). Solvent: CO (methanol), O1CCCC1 (tetrahydrofuran). Product: C(C)C1(OC2=C(C(C1)O)C=C(C=C2)C#N)CC (2,2-diethyl-3,4-dihydro-4-hydroxy-2H-1-benzopyran-6-carbonitrile). The yield is 101.3%. As a reaction SMILES: [CH2:1]([C:3]1([CH2:16][CH3:17])[CH2:8][C:7](=[O:9])[C:6]2[CH:10]=[C:11]([C:14]#[N:15])[CH:12]=[CH:13][C:5]=2[O:4]1)[CH3:2].[BH4-].[Na+]>CO.O1CCCC1>[CH2:16]([C:3]1([CH2:1][CH3:2])[CH2:8][CH:7]([OH:9])[C:6]2[CH:10]=[C:11]([C:14]#[N:15])[CH:12]=[CH:13][C:5]=2[O:4]1)[CH3:17] |f:1.2|. Procedure details: To a solution of 2,2-diethyl-3,4-dihydro-4-oxo-2H-1-benzopyran-6-carbonitrile (2.29 g) in a mixture of methanol (23 ml) and tetrahydrofuran (5 ml) was added sodium borohydride (0.37 g) at ambient temperature. The reaction mixture was stirred for an hour at the same temperature and evaporated in vacuo. The residue was dissolved in ethyl acetate, and then washed with water and brine successively. The extract was dried over anhydrous magnesium sulfate, and evaporated in vacuo. The residue was purif...